This data is from the Open Reaction Database (ORD), a public repository of structured organic reaction records. The task is: describe an organic reaction: reactants, conditions, products, and yield The reactants are [Mn](=O)(=O)(=O)[O-].[K+] (potassium permanganate), [Mn](=O)(=O)(=O)[O-].[K+] (potassium permanganate), ClC=1C=C(C=NC1C1=CC=C(C=C1)C1=NC2=C(N1)C=C(C=C2)C(F)(F)F)CO ({5-chloro-6-[4-(6-trifluoromethyl-1H-benzoimidazol-2-yl)-phenyl]-pyridin-3-yl}-methanol). The solvent is O (water), O (water), N1=CC=CC=C1 (pyridine). Yields the product ClC=1C(=NC=C(C(=O)O)C1)C1=CC=C(C=C1)C1=NC2=C(N1)C=C(C=C2)C(F)(F)F (5-chloro-6-[4-(6-trifluoromethyl-1H-benzoimidazol-2-yl)-phenyl]-nicotinic acid). The yield is 77.4%. Reaction SMILES: [Cl:1][C:2]1[CH:3]=[C:4]([CH2:27][OH:28])[CH:5]=[N:6][C:7]=1[C:8]1[CH:13]=[CH:12][C:11]([C:14]2[NH:18][C:17]3[CH:19]=[C:20]([C:23]([F:26])([F:25])[F:24])[CH:21]=[CH:22][C:16]=3[N:15]=2)=[CH:10][CH:9]=1.[Mn]([O-])(=O)(=O)=[O:30].[K+]>N1C=CC=CC=1.O>[Cl:1][C:2]1[C:7]([C:8]2[CH:13]=[CH:12][C:11]([C:14]3[NH:18][C:17]4[CH:19]=[C:20]([C:23]([F:25])([F:26])[F:24])[CH:21]=[CH:22][C:16]=4[N:15]=3)=[CH:10][CH:9]=2)=[N:6][CH:5]=[C:4]([CH:3]=1)[C:27]([OH:30])=[O:28] |f:1.2|. Procedure: 0.40 g of {5-chloro-6-[4-(6-trifluoromethyl-1H-benzoimidazol-2-yl)-phenyl]-pyridin-3-yl}-methanol (28) (0.99 mmol) prepared in Example 16 was dissolved in 4 mL of pyridine and 2 mL of distilled water. 0.59 g of potassium permanganate (3.71 mmol) was added thereto, and reacted at 110° C. for 4 hours. Then, 0.59 g of potassium permanganate (3.71 mmol) and 2 mL of distilled water were added thereto, and reacted at 110° C. for 18 hours. The resultant was cooled to room temperature, and concentrated ... Starting materials: BrC=1SC=CC1C(CCCC1=CC=CC=C1)O (1-(2-bromo-thiophen-3-yl)-4-phenyl-butan-1-ol), C(C)OC(=O)C1(CC1)C1=CC=C(C=C1)C1=CC=C(C=C1)B1OC(C(O1)(C)C)(C)C (1-[4′-(4,4,5,5-tetramethyl-[1,3,2]dioxaborolan-2-yl)-biphenyl-4-yl]-cyclopropanecarboxylic acid ethyl ester). Product: C(C)OC(=O)C1(CC1)C1=CC=C(C=C1)C1=CC=C(C=C1)C=1SC=CC1C(CCCC1=CC=CC=C1)O (1-{4′-[3-(1-Hydroxy-4-phenyl-butyl)-thiophen-2-yl]-biphenyl-4-yl}-cyclopropanecarboxylic acid ethyl ester). Reaction SMILES: Br[C:2]1[S:3][CH:4]=[CH:5][C:6]=1[CH:7]([OH:17])[CH2:8][CH2:9][CH2:10][C:11]1[CH:16]=[CH:15][CH:14]=[CH:13][CH:12]=1.[CH2:18]([O:20][C:21]([C:23]1([C:26]2[CH:31]=[CH:30][C:29]([C:32]3[CH:37]=[CH:36][C:35](B4OC(C)(C)C(C)(C)O4)=[CH:34][CH:33]=3)=[CH:28][CH:27]=2)[CH2:25][CH2:24]1)=[O:22])[CH3:19]>>[CH2:18]([O:20][C:21]([C:23]1([C:26]2[CH:27]=[CH:28][C:29]([C:32]3[CH:33]=[CH:34][C:35]([C:2]4[S:3][CH:4]=[CH:5][C:6]=4[CH:7]([OH:17])[CH2:8][CH2:9][CH2:10][C:11]4[CH:16]=[CH:15][CH:14]=[CH:13][CH:12]=4)=[CH:36][CH:37]=3)=[CH:30][CH:31]=2)[CH2:25][CH2:24]1)=[O:22])[CH3:19]. Procedure: Prepared according to the procedure described in Example 1, Step 2, using the following starting materials: 1-(2-bromo-thiophen-3-yl)-4-phenyl-butan-1-ol and 1-[4′-(4,4,5,5-tetramethyl-[1,3,2]dioxaborolan-2-yl)-biphenyl-4-yl]-cyclopropanecarboxylic acid ethyl ester. The reactants are ONC(C(C\C=C(\CCC=C(C)C)/C)(CC1=CC=C(C=C1)OCCN1CCOCC1)S(=O)(=O)C1=CC=C(C=C1)OC)=O ((4E)-2(4-Methoxy-benzenesulfonyl)-5,9-dimethyl-2-[4-(2-morpholin-4-yl-ethoxy)-benzyl]-deca-4,8-dienoic acid hydroxyamide). The reagents and catalysts are [Pd] (Pd/C). Run in CO (methanol). Yields the product ONC(C(CCC)(CCC)S(=O)(=O)C1=CC=C(C=C1)OC)=O (2-(4-methoxy-benzenesulfonyl)-2-propyl-pentanoic acid hydroxyamide). As a reaction SMILES: [OH:1][NH:2][C:3](=[O:42])[C:4]([S:31]([C:34]1[CH:39]=[CH:38][C:37]([O:40][CH3:41])=[CH:36][CH:35]=1)(=[O:33])=[O:32])([CH2:15][C:16]1C=CC(OCCN2CCOCC2)=C[CH:17]=1)[CH2:5]/[CH:6]=[C:7](\C)/CCC=C(C)C>CO.[Pd]>[OH:1][NH:2][C:3](=[O:42])[C:4]([S:31]([C:34]1[CH:39]=[CH:38][C:37]([O:40][CH3:41])=[CH:36][CH:35]=1)(=[O:32])=[O:33])([CH2:15][CH2:16][CH3:17])[CH2:5][CH2:6][CH3:7]. Procedure details: 2-allyl-2-(4-methoxy-benzenesulfonyl)-pent-4-enoic acid hydroxyamide (326 mg, 1.0 mmol) (example 26) was dissolved in methanol (50 ml) and hydrogenated over 10% Pd/C (100 mg) at room temperature, under 49 psi pressure for 4 hours. At the end, the reaction mixture was filtered and methanol was removed. The resulting solid was crystallized from methanol. Yield: 250 mg, 75%; MS: 330 (M+H)30 ; 1H NMR (300 MHz, CDCl3): δ0.92 (t, J=4.0 Hz, 6H), 1.27-1.59 (m, 4H), 1.78-2.02 (m, 4H), 3.86 (s, 3H), 6.04 ... Starting materials: O(C1=CC=CC=C1)C=1C=C(C=O)C=CC1 (3-phenoxybenzaldehyde), C(CC(=O)O)(=O)O (malonic acid), N1CCCCC1 (piperidine), Cl (hydrochloric acid), C(CC(=O)O)(=O)O (malonic acid). Solvent: N1=CC=CC=C1 (pyridine), O (water). Reaction conditions: temperature 100 celsius. The product is O(C1=CC=CC=C1)C=1C=C(C=CC1)/C=C/C(=O)O (E-3-(3-phenoxyphenyl)propenoic acid). The yield is 84.4%. RXN SMILES: [O:1]([C:8]1[CH:9]=[C:10]([CH:13]=[CH:14][CH:15]=1)[CH:11]=O)[C:2]1[CH:7]=[CH:6][CH:5]=[CH:4][CH:3]=1.C(O)(=O)[CH2:17][C:18]([OH:20])=[O:19].N1CCCCC1.Cl>O.N1C=CC=CC=1>[O:1]([C:8]1[CH:9]=[C:10](/[CH:11]=[CH:17]/[C:18]([OH:20])=[O:19])[CH:13]=[CH:14][CH:15]=1)[C:2]1[CH:7]=[CH:6][CH:5]=[CH:4][CH:3]=1. Procedure: A mixture of 3-phenoxybenzaldehyde (214 g), malonic acid (300 g) and pyridine (450 cm3) was heated at 50° C. until all the malonic acid had dissolved, after which piperidine (20 cm3) was added and the mixture heated at 100° C. for 3 hours. The mixture was poured into iced water (3.0 l) and acidified with concentrated hydrochloric acid (600 cm3). The precipitated solid was collected by filtration, washed with water and then dissolved in chloroform. The chloroform solution was washed with saturate... The reactants are O=C(Cl)OCc1ccccc1, CC#N, CC(C)(C)CC(N)C(=O)O, [Na+], [OH-]. The product is CC(C)(C)CC(NC(=O)OCc1ccccc1)C(=O)O. As a reaction SMILES: [CH2:13]([c:14]1[cH:15][cH:16][cH:17][cH:18][cH:19]1)[O:20][C:21](=[O:22])[Cl:23].[CH3:24][C:25]#[N:26].[NH2:3][CH:4]([C:5](=[O:6])[OH:7])[CH2:8][C:9]([CH3:10])([CH3:11])[CH3:12].[Na+:2].[OH-:1]>>[NH:3]([CH:4]([C:5](=[O:6])[OH:7])[CH2:8][C:9]([CH3:10])([CH3:11])[CH3:12])[C:21]([O:20][CH2:13][c:14]1[cH:15][cH:16][cH:17][cH:18][cH:19]1)=[O:22]. The reactants are ClC1=NC2=CC=C(C=C2N=C1NN)Cl (2,6-Dichloro-3-hydrazinoquinoxaline), C(CC)(OCC)(OCC)OCC (triethyl orthopropionate). The product is ClC=1C=2N(C3=CC(=CC=C3N1)Cl)C(=NN2)CC (4,8-dichloro-1-ethyl-[1,2,4]triazolo[4,3-a]quinoxaline). Yield: 62.0%. As a reaction SMILES: [Cl:1][C:2]1[C:11]([NH:12][NH2:13])=[N:10][C:9]2[C:4](=[CH:5][CH:6]=[C:7]([Cl:14])[CH:8]=2)[N:3]=1.[C:15](OCC)(OCC)(OCC)[CH2:16][CH3:17]>>[Cl:1][C:2]1[C:11]2[N:10]([C:15]([CH2:16][CH3:17])=[N:13][N:12]=2)[C:9]2[C:4]([N:3]=1)=[CH:5][CH:6]=[C:7]([Cl:14])[CH:8]=2. Reported procedure: 2,6-Dichloro-3-hydrazinoquinoxaline (1.0 g., 0.0044 mole), the product of Preparation L(a), was refluxed with 15 ml. of triethyl orthopropionate for 4 hours and cooled to room temperature. The precipitate was recovered by filtration, washed with cyclohexane and air dried to afford 730 mg. (62% yield) of 4,8-dichloro-1-ethyl-[1,2,4]triazolo[4,3-a]quinoxaline, m.p. >250° C. Mass spectrum: m/e, 266 (P); m/e, 268 (P.+2). The reactants are ClC1=CC=C(C=C1)C=1OC2=C(N1)C=CC=C2C(=O)O (2-(4-chlorophenyl)benzoxazole-7-carboxylic acid), Cl.Cl.NC1CC2CCCC(C1)N2C (3-amino-9-methyl-9-azabicyclo[3.3.1]nonane dihydrochloride). Product: CN1C2CC(CC1CCC2)NC(=O)C2=CC=CC=1N=C(OC12)C1=CC=C(C=C1)Cl (N-(9-Methyl-9-azabicyclo[3.3.1]non-3-yl)-2-(4-chlorophenyl)benzoxazole-7-carboxamide). Isolated yield 43.0%. RXN SMILES: [Cl:1][C:2]1[CH:7]=[CH:6][C:5]([C:8]2[O:9][C:10]3[C:16]([C:17]([OH:19])=O)=[CH:15][CH:14]=[CH:13][C:11]=3[N:12]=2)=[CH:4][CH:3]=1.Cl.Cl.[NH2:22][CH:23]1[CH2:30][CH:29]2[N:31]([CH3:32])[CH:25]([CH2:26][CH2:27][CH2:28]2)[CH2:24]1>>[CH3:32][N:31]1[CH:25]2[CH2:26][CH2:27][CH2:28][CH:29]1[CH2:30][CH:23]([NH:22][C:17]([C:16]1[C:10]3[O:9][C:8]([C:5]4[CH:4]=[CH:3][C:2]([Cl:1])=[CH:7][CH:6]=4)=[N:12][C:11]=3[CH:13]=[CH:14][CH:15]=1)=[O:19])[CH2:24]2 |f:1.2.3|. Procedure details: N-(9-Methyl-9-azabicyclo[3.3.1]non-3-yl)-2-(4-chlorophenyl)benzoxazole-7-carboxamide was prepared from 2-(4-chlorophenyl)benzoxazole-7-carboxylic acid and 3-amino-9-methyl-9-azabicyclo[3.3.1]nonane dihydrochloride using the method outlined in Step C of Example 14. This compound was obtained in 43% yield as an off-white solid: mp 193-196° C.; 1H NMR (500 MHz, DMSO-d6) δ 8.14 (d, J=8.4 Hz, 2H), 8.06 (d, J=7.7 Hz, 1H), 7.88 (d, J=7.7 Hz, 1H), 7.55 (d, J=8.4 Hz, 2H), 7.46 (t, J=7.8 Hz, 1H); 6.88 (d,... The product is ClC1=CC=C2C(=CN(C2=C1)C1CCNCC1)C1=CC=C(C=C1)F (6-Chloro-3-(4-fluorophenyl)-1-(4-piperidyl)-1H-indole). RXN SMILES: [Cl:1][C:2]1[CH:10]=[C:9]2[C:5]([C:6]([C:17]3[CH:22]=[CH:21][C:20]([F:23])=[CH:19][CH:18]=3)=[CH:7][N:8]2[C:11]2[CH:16]=[CH:15][N:14]=[CH:13][CH:12]=2)=[CH:4][CH:3]=1>C(O)(=O)C.O=[Pt]=O>[Cl:1][C:2]1[CH:10]=[C:9]2[C:5]([C:6]([C:17]3[CH:22]=[CH:21][C:20]([F:23])=[CH:19][CH:18]=3)=[CH:7][N:8]2[CH:11]2[CH2:16][CH2:15][NH:14][CH2:13][CH2:12]2)=[CH:4][CH:3]=1. The yield is 81.8%. Reported procedure: 6-Chloro-3-(4-fluorophenyl)-1-(4-pyridyl)-lH-indole 2e (1.8 g) was dissolved in acetic acid (100 ml) and PtO2 (0.2 g) was added. After hydrogenation for 30 h at 3 ato the catalyst was filtered off, the acetic acid was evaporated in vacuo and water (50 ml) was added. The acidic solution was made alkaline (pH>9) with concentrated sodium hydroxide and extracted with ethyl acetate (2×50 ml). The combined organic phases were successively washed with diluted sodium hydroxide (50 ml), washed with brine... Starting materials: ClC1=CC=C2C(=CN(C2=C1)C1=CC=NC=C1)C1=CC=C(C=C1)F (6-Chloro-3-(4-fluorophenyl)-1-(4-pyridyl)-1H-indole). The solvent is C(C)(=O)O (acetic acid). Reagents/catalysts: O=[Pt]=O (PtO2).